Dataset: the Open Reaction Database (ORD), a public repository of structured organic reaction records. Task: describe an organic reaction: reactants, conditions, products, and yield Starting materials: CC(C(=O)Cl)CCCCC(C1=CC=CC=C1)=O (2-Methyl-6-benzoylhexanoylchloride), [CH-]1C=CC=C1.[CH-]1C=CC=C1.[Fe+2] (ferrocene), [Cl-].[Al+3].[Cl-].[Cl-] (aluminium chloride). Run in C(Cl)Cl (methylene chloride). Run at time 30 minute. Yields the product CC=1[C-](C=CC1)C(CCCCCC(C1=CC=CC=C1)=O)=O.[CH-]1C=CC=C1.[Fe+2] (2-methyl-6-benzoylhexanoylferrocene). The yield is 40.0%. As a reaction SMILES: C[CH:2]([CH2:6][CH2:7][CH2:8][CH2:9][C:10](=[O:17])[C:11]1[CH:16]=[CH:15][CH:14]=[CH:13][CH:12]=1)[C:3](Cl)=[O:4].[CH-:18]1[CH:22]=[CH:21][CH:20]=[CH:19]1.[CH-:23]1[CH:27]=[CH:26][CH:25]=[CH:24]1.[Fe+2:28].[Cl-].[Al+3].[Cl-].[Cl-]>C(Cl)Cl>[CH3:23][C:18]1[C-:22]([C:3](=[O:4])[CH2:2][CH2:6][CH2:7][CH2:8][CH2:9][C:10](=[O:17])[C:11]2[CH:12]=[CH:13][CH:14]=[CH:15][CH:16]=2)[CH:21]=[CH:20][CH:19]=1.[CH-:23]1[CH:27]=[CH:26][CH:25]=[CH:24]1.[Fe+2:28] |f:1.2.3,4.5.6.7,9.10.11|. Procedure details: 2-Methyl-6-benzoylhexanoylchloride (assumed to be 0.065 mole) and ferrocene (12.0g; 0.065 mole) in dry methylene chloride (500 ml) were stirred at 0.5° and aluminium chloride (17g; 0.13 mole) was added. The mixture was stirred for 30 mins at 0°-5°, then ice was added slowly and the organic fraction separated. The aqueous fraction was extracted with chloroform and the combined organic fractions were washed with water and dried (magnesium sulphate) to yield a brown oil which was recrystallised fro... Reactants: B, CSC, CC1Oc2cc([N+](=O)[O-])ccc2NC1=O. Yields the product CC1CNc2ccc([N+](=O)[O-])cc2O1. As a reaction SMILES: [BH3:19].[CH3:16][S:17][CH3:18].[CH3:1][CH:2]1[O:3][c:4]2[c:5]([cH:9][cH:10][c:11]([N+:13](=[O:14])[O-:15])[cH:12]2)[NH:6][C:7]1=[O:8]>>[CH3:1][CH:2]1[O:3][c:4]2[c:5]([cH:9][cH:10][c:11]([N+:13](=[O:14])[O-:15])[cH:12]2)[NH:6][CH2:7]1.